From a dataset of the Open Reaction Database (ORD), a public repository of structured organic reaction records. describe an organic reaction: reactants, conditions, products, and yield The reactants are O(C1=CC=CC=C1)[C@@H]1C[C@H](CC1)OC1OCCCC1 ((1S,3S)-1-phenoxy-3-tetrahydropyranyloxycyclopentane), Cl (hydrochloric acid). Run in CO (methanol). Reaction conditions: time 2 hour. Yields the product O(C1=CC=CC=C1)[C@@H]1C[C@H](CC1)O ((1S,3S)-3-Phenoxycyclopentanol). Isolated yield 91.0%. As a reaction SMILES: [O:1]([C@H:8]1[CH2:12][CH2:11][C@H:10]([O:13]C2CCCCO2)[CH2:9]1)[C:2]1[CH:7]=[CH:6][CH:5]=[CH:4][CH:3]=1.Cl>CO>[O:1]([C@H:8]1[CH2:12][CH2:11][C@H:10]([OH:13])[CH2:9]1)[C:2]1[CH:7]=[CH:6][CH:5]=[CH:4][CH:3]=1. Procedure: To a stirred solution of (1S,3S)-1-phenoxy-3-tetrahydropyranyloxycyclopentane (2.16 g, 8.20 mmol) in methanol (50 ml) was added 6N aqueous hydrochloric acid (5 ml) and the mixture stirred for 2 h at room temperature. Volatiles were removed under reduced pressure and chromatographic purification of the residue {SiO2, 150 g; hexane/ethyl acetate (3:1 )} provided 1.33 g (91%) of the title compound as a colorless oil: 1H NMR δ7.35-7.20 (m, 2H), 6.98-6.82 (m, 3H), 4.97-4.88 (m, 1H), 4.60-4.50 (m, 1H)... Conditions: time 4 hour. As a reaction SMILES: [NH2:1][C:2]1[N:10]=[C:9]([NH:11][CH2:12][CH2:13][O:14][CH3:15])[N:8]=[C:7]2[C:3]=1[N:4]=[C:5](Br)[N:6]2[CH2:16][C:17]1[CH:22]=[CH:21][CH:20]=[CH:19][CH:18]=1.[CH3:24][O-:25].[Na+]>CO>[NH2:1][C:2]1[N:10]=[C:9]([NH:11][CH2:12][CH2:13][O:14][CH3:15])[N:8]=[C:7]2[C:3]=1[N:4]=[C:5]([O:25][CH3:24])[N:6]2[CH2:16][C:17]1[CH:22]=[CH:21][CH:20]=[CH:19][CH:18]=1 |f:1.2|. Procedure details: 6-Amino-9-benzyl-8-bromo-2-(2-methoxyethyl)aminopurine (68 mg, 0.18 mmol) was dissolved in 28% sodium methoxide in methanol (30 ml) and the solution was refluxed on heating under stirring for 4 hours. The reaction mixture was concentrated in vacuo to dryness and to the residue was added water. The mixture was extracted with chloroform and the organic layer was dried on sodium sulfate and concentrated in vacuo to dryness. The residue was purified with silica gel chromatography (2% methanol/chloro... Reactants: NC1=C2N=C(N(C2=NC(=N1)NCCOC)CC1=CC=CC=C1)Br (6-Amino-9-benzyl-8-bromo-2-(2-methoxyethyl)aminopurine), C[O-].[Na+] (sodium methoxide). The yield is 44.0%. Solvent: CO (methanol). Product: NC1=C2N=C(N(C2=NC(=N1)NCCOC)CC1=CC=CC=C1)OC (6-Amino-9-benzyl-8-methoxy-2-(2-methoxyethyl]aminopurine). The product is CCCc1cc(Cl)c2oc(-c3ccccc3)c(C)c2c1O. Reaction SMILES: [C:1](=[O:2])([CH3:3])[O:4][c:5]1[c:6]([CH2:22][CH2:23][CH3:24])[cH:7][c:8]([Cl:21])[c:9]2[c:10]1[c:11]([CH3:20])[c:12](-[c:14]1[cH:15][cH:16][cH:17][cH:18][cH:19]1)[o:13]2.[CH3:28][OH:29].[ClH:27].[Na+:26].[OH-:25]>>[OH:4][c:5]1[c:6]([CH2:22][CH2:23][CH3:24])[cH:7][c:8]([Cl:21])[c:9]2[c:10]1[c:11]([CH3:20])[c:12](-[c:14]1[cH:15][cH:16][cH:17][cH:18][cH:19]1)[o:13]2. Reactants: CCCc1cc(Cl)c2oc(-c3ccccc3)c(C)c2c1OC(C)=O, CO, Cl, [Na+], [OH-].